This data is from the Open Reaction Database (ORD), a public repository of structured organic reaction records. The task is: describe an organic reaction: reactants, conditions, products, and yield Starting materials: C(C)(C)(C)OC(=O)N1CCC(CC1)N1N=CC=2C1=NC=NC2Cl (4-(4-chloro-pyrazolo[3,4-d]pyrimidin-1-yl)-piperidine-1-carboxylic acid tert-butyl ester), C(C)(C)(C)OC(=O)N1CCC(CC1)N1N=CC=2C1=NC=NC2Cl (4-(4-chloro-pyrazolo[3,4-d]pyrimidin-1-yl)-piperidine-1-carboxylic acid tert-butyl ester), OC1=NN(C(C=C1)=O)C (3-hydroxy-1-methylpyridazin-6(1H)-one), C([O-])([O-])=O.[K+].[K+] (potassium carbonate), C(C)(=O)OCC (Ethyl acetate). Solvent: CN(C=O)C (dimethylformamide), O (water). Run at temperature 160 celsius. Product: C(C)(C)(C)OC(=O)N1CCC(CC1)N1N=CC=2C1=NC=NC2OC2=NN(C(C=C2)=O)C (4-[4-(1-methyl-6-oxo-1,6-dihydro-pyridazin-3-yloxy)-pyrazolo[3,4-d]pyrimidin-1-yl]-piperidine-1-carboxylic acid tert-butyl ester). Isolated yield 39.0%. As a reaction SMILES: [C:1]([O:5][C:6]([N:8]1[CH2:13][CH2:12][CH:11]([N:14]2[C:18]3=[N:19][CH:20]=[N:21][C:22](Cl)=[C:17]3[CH:16]=[N:15]2)[CH2:10][CH2:9]1)=[O:7])([CH3:4])([CH3:3])[CH3:2].[OH:24][C:25]1[CH:30]=[CH:29][C:28](=[O:31])[N:27]([CH3:32])[N:26]=1.C(=O)([O-])[O-].[K+].[K+].C(OCC)(=O)C>CN(C)C=O.O>[C:1]([O:5][C:6]([N:8]1[CH2:13][CH2:12][CH:11]([N:14]2[C:18]3=[N:19][CH:20]=[N:21][C:22]([O:24][C:25]4[CH:30]=[CH:29][C:28](=[O:31])[N:27]([CH3:32])[N:26]=4)=[C:17]3[CH:16]=[N:15]2)[CH2:10][CH2:9]1)=[O:7])([CH3:4])([CH3:3])[CH3:2] |f:2.3.4|. Reported procedure: A mixture of 4-(4-chloro-pyrazolo[3,4-d]pyrimidin-1-yl)-piperidine-1-carboxylic acid tert-butyl ester (Intermediate 19; 50 mg, 0.15 mmol), 3-hydroxy-1-methylpyridazin-6(1H)-one (Oakwood Products, Inc., West Columbia, S.C., USA; 24 mg, 0.19 mmol), and potassium carbonate (27 mg, 0.2 mmol) in dimethylformamide (2 mL) was heated in the microwave oven at 160° C. for 10 min. Ethyl acetate and water were added, and the aqueous layer was extracted three times with ethyl acetate. The ethyl acetate layer...